describe an organic reaction: reactants, conditions, products, and yield From a dataset of the Open Reaction Database (ORD), a public repository of structured organic reaction records. Reactants: CCOC(=O)c1c(C(F)(F)F)nc2n(-c3c(C)cc(C)cc3C)c(Cl)cn12, Cc1ccccc1, C[Al](C)C, CCCNCC1CC1. Yields the product CCCN(CC1CC1)C(=O)c1c(C(F)(F)F)nc2n(-c3c(C)cc(C)cc3C)c(Cl)cn12. As a reaction SMILES: [CH2:13]([O:15][C:16](=[O:14])[c:18]1[c:19]([C:36]([F:37])([F:38])[F:39])[n:20][c:21]2[n:22]1[cH:23][c:24]([Cl:35])[n:25]2-[c:26]1[c:27]([CH3:34])[cH:28][c:29]([CH3:33])[cH:30][c:31]1[CH3:32])[CH3:17].[CH3:40][c:41]1[cH:42][cH:43][cH:44][cH:45][cH:46]1.[CH3:9][Al:10]([CH3:11])[CH3:12].[CH:1]1([CH2:4][NH:5][CH2:6][CH2:7][CH3:8])[CH2:2][CH2:3]1>>[CH:1]1([CH2:4][N:5]([CH2:6][CH2:7][CH3:8])[C:16](=[O:15])[c:18]2[c:19]([C:36]([F:37])([F:38])[F:39])[n:20][c:21]3[n:22]2[cH:23][c:24]([Cl:35])[n:25]3-[c:26]2[c:27]([CH3:34])[cH:28][c:29]([CH3:33])[cH:30][c:31]2[CH3:32])[CH2:2][CH2:3]1. Reactants: FC1=CC=2C(=C3N=C4C=CC=CC4=C3N(C2C=C1)C)Cl (2-Fluoro-5-methyl-11-chloroquindoline), C1(=CC=CC=C1)O (phenol). Solvent: C(C)OCCO (EtOCH2CH2OH), C(C)OCC (diethyl ether). The product is Cl.FC1=CC=2C(=C3N=C4C=CC=CC4=C3[NH+](C2C=C1)C)OC1=CC=CC=C1 (2-Fluoro-5-methyl-11-(phenoxy)quindolinium Hydrochloride). Isolated yield 60.3%. As a reaction SMILES: [F:1][C:2]1[CH:18]=[CH:17][C:16]2[N:15]([CH3:19])[C:14]3[C:6]([N:7]=[C:8]4[C:13]=3[CH:12]=[CH:11][CH:10]=[CH:9]4)=[C:5]([Cl:20])[C:4]=2[CH:3]=1.[C:21]1([OH:27])[CH:26]=[CH:25][CH:24]=[CH:23][CH:22]=1>C(OCCO)C.C(OCC)C>[ClH:20].[F:1][C:2]1[CH:18]=[CH:17][C:16]2[NH+:15]([CH3:19])[C:14]3[C:6]([N:7]=[C:8]4[C:13]=3[CH:12]=[CH:11][CH:10]=[CH:9]4)=[C:5]([O:27][C:21]3[CH:26]=[CH:25][CH:24]=[CH:23][CH:22]=3)[C:4]=2[CH:3]=1 |f:4.5|. Procedure: A solution of 2-fluoro-5-methyl-11-chloroquindoline from Example 24 (510 mg, 1.79 mmol) and phenol (1.5 g, 15.96 mmol) in EtOCH2CH2OH (50 mL) was heated at 100° C. for 10 min. During this time the color of the reaction mixture changed from purple to yellow, and a yellow precipitate formed. After cooling, the reaction mixture was diluted with diethyl ether (150 mL) and the precipitate was collected, washed thoroughly with diethyl ether and dried, providing 410 mg (60.5%) of the title compound, mp... Starting materials: NC=1C=C(C(=O)NC2=CC(=C(C=C2)Cl)C2=NC=CC=C2)C=CC1CS(=O)(=O)C (3-Amino-N-(4-chloro-3-(pyridin-2-yl)phenyl)-4-(methylsulfonylmethyl)benzamide), C(C)(=O)Cl (acetyl chloride). Product: C(C)(=O)NC=1C=C(C(=O)NC2=CC(=C(C=C2)Cl)C2=NC=CC=C2)C=CC1CS(=O)(=O)C (3-acetamido-N-(4-chloro-3-(pyridin-2-yl)phenyl)-4-(methylsulfonylmethyl)benzamide). Isolated yield 57.6%. As a reaction SMILES: [NH2:1][C:2]1[CH:3]=[C:4]([CH:21]=[CH:22][C:23]=1[CH2:24][S:25]([CH3:28])(=[O:27])=[O:26])[C:5]([NH:7][C:8]1[CH:13]=[CH:12][C:11]([Cl:14])=[C:10]([C:15]2[CH:20]=[CH:19][CH:18]=[CH:17][N:16]=2)[CH:9]=1)=[O:6].[C:29](Cl)(=[O:31])[CH3:30]>>[C:29]([NH:1][C:2]1[CH:3]=[C:4]([CH:21]=[CH:22][C:23]=1[CH2:24][S:25]([CH3:28])(=[O:27])=[O:26])[C:5]([NH:7][C:8]1[CH:13]=[CH:12][C:11]([Cl:14])=[C:10]([C:15]2[CH:20]=[CH:19][CH:18]=[CH:17][N:16]=2)[CH:9]=1)=[O:6])(=[O:31])[CH3:30]. Procedure: 3-Amino-N-(4-chloro-3-(pyridin-2-yl)phenyl)-4-(methylsulfonylmethyl)benzamide (30 mg, 0.072 mmol) was reacted with acetyl chloride (5.6 μl, 0.079 mol) via procedure V to afford 19 mg of 3-acetamido-N-(4-chloro-3-(pyridin-2-yl)phenyl)-4-(methylsulfonylmethyl)benzamide as a white solid. MS (Q1) 458 (M)+. Solvent: C(C)O (ethanol). Yield: 91.4%. Run at time 5 hour. Reactants: C(#N)C1=C(OC2=C1C=C(C=C2)OC)C(C2CCCCC2)NC2=CC=C(C=C2)C(=O)NCCC(=O)OCC (ethyl 3-{[(4-{[(3-cyano-5-methoxy-1-benzofuran-2-yl)(cyclohexyl)methyl]amino}phenyl)carbonyl]amino}propanoate), O1CCCC1 (tetrahydrofuran), [OH-].[Na+] (sodium hydroxide). Procedure: To a mixture of ethyl 3-{[(4-{[(3-cyano-5-methoxy-1-benzofuran-2-yl)(cyclohexyl)methyl]amino}phenyl)carbonyl]amino}propanoate (285 mg) synthesized above, tetrahydrofuran (5 mL) and ethanol (5 mL) was added 1N aqueous sodium hydroxide solution (1.00 mL), and the mixture was stirred at room temperature for 5 hr, and concentrated under reduced pressure. The residue was dissolved in water (10 mL), and 1N hydrochloric acid (1.00 mL) was added at 0° C. The resulting precipitate was collected by filtra... The product is C(#N)C1=C(OC2=C1C=C(C=C2)OC)C(C2CCCCC2)NC2=CC=C(C=C2)C(=O)NCCC(=O)O (3-{[(4-{[(3-cyano-5-methoxy-1-benzofuran-2-yl)(cyclohexyl)methyl]amino}phenyl)carbonyl]amino}propanoic acid). RXN SMILES: [C:1]([C:3]1[C:7]2[CH:8]=[C:9]([O:12][CH3:13])[CH:10]=[CH:11][C:6]=2[O:5][C:4]=1[CH:14]([NH:21][C:22]1[CH:27]=[CH:26][C:25]([C:28]([NH:30][CH2:31][CH2:32][C:33]([O:35]CC)=[O:34])=[O:29])=[CH:24][CH:23]=1)[CH:15]1[CH2:20][CH2:19][CH2:18][CH2:17][CH2:16]1)#[N:2].O1CCCC1.[OH-].[Na+]>C(O)C>[C:1]([C:3]1[C:7]2[CH:8]=[C:9]([O:12][CH3:13])[CH:10]=[CH:11][C:6]=2[O:5][C:4]=1[CH:14]([NH:21][C:22]1[CH:23]=[CH:24][C:25]([C:28]([NH:30][CH2:31][CH2:32][C:33]([OH:35])=[O:34])=[O:29])=[CH:26][CH:27]=1)[CH:15]1[CH2:20][CH2:19][CH2:18][CH2:17][CH2:16]1)#[N:2] |f:2.3|. Starting materials: CSC1=CC=CC2=CC=CC=C12 (1-naphthyl methyl sulphide), C(Cl)(Cl)(Cl)Cl (carbon tetrachloride), ClCl (Chlorine). Product: ClC(C1=CC=CC2=CC=CC=C12)(Cl)Cl (1-trichloromethylnaphthalene). Reported procedure: 100 g of 1-naphthyl methyl sulphide are dissolved in 250 ml of carbon tetrachloride. Chlorine is introduced into the solution at 75° to 80° C., until the solution is saturated. The solvent and the resulting sulphur chloride are then distilled off. 30 g of 1-trichloromethylnaphthalene of boiling point 124° to 128° C./0.3 mm are obtained, after fractional distillation, from the reaction product which remains as a residue. As a reaction SMILES: CS[C:3]1[C:12]2[C:7](=[CH:8][CH:9]=[CH:10][CH:11]=2)[CH:6]=[CH:5][CH:4]=1.ClCl.[C:15](Cl)([Cl:18])([Cl:17])[Cl:16]>>[Cl:16][C:15]([Cl:18])([Cl:17])[C:3]1[C:12]2[C:7](=[CH:8][CH:9]=[CH:10][CH:11]=2)[CH:6]=[CH:5][CH:4]=1. The reactants are [C-]#N, C1CCOC1, CO, Cc1cc(CNCCCCC(Oc2ccc(F)c(C)c2)C(=O)N2C(=O)OCC2C(C)C)ccc1F, [K+], NO, O. The product is Cc1cc(CNCCCCC(Oc2ccc(F)c(C)c2)C(=O)NO)ccc1F. As a reaction SMILES: [C-:40]#[N:41].[CH2:43]1[O:44][CH2:45][CH2:46][CH2:47]1.[CH3:36][OH:37].[F:1][c:2]1[c:3]([CH3:35])[cH:4][c:5]([CH2:6][NH:7][CH2:8][CH2:9][CH2:10][CH2:11][CH:12]([C:13](=[O:14])[N:15]2[CH:16]([CH:17]([CH3:18])[CH3:19])[CH2:20][O:21][C:22]2=[O:23])[O:24][c:25]2[cH:26][c:27]([CH3:32])[c:28]([F:31])[cH:29][cH:30]2)[cH:33][cH:34]1.[K+:42].[NH2:38][OH:39].[OH2:48]>>[F:1][c:2]1[c:3]([CH3:35])[cH:4][c:5]([CH2:6][NH:7][CH2:8][CH2:9][CH2:10][CH2:11][CH:12]([C:13](=[O:14])[NH:15][OH:37])[O:24][c:25]2[cH:26][c:27]([CH3:32])[c:28]([F:31])[cH:29][cH:30]2)[cH:33][cH:34]1. Starting materials: carbonyl, phenylalkane, carbons, C1(=CC=CC=C1)\C=C\C (trans-phenylpropene), C1(=CC=CC=C1)CCC (phenylpropane), phenylpropanoid, C1(=CC=CC=C1)CCC (phenylpropane), COC1=C(/C=C/C=O)C=C(C(=C1)OC)OC (trans-2,4,5-trimethoxycinnamaldehyde), COC1=C(C=CC=O)C=C(C(=C1)OC)OC (2,4,5-trimethoxycinnamaldehyde), aldehyde, carbons, substituted cinnamaldehyde, C(C=CC1=CC=CC=C1)=O (cinnamaldehyde), C\C=C/C1=C(OC)C=C(OC)C(OC)=C1 (β-asarone), 12, C\C=C/C1=C(OC)C=C(OC)C(OC)=C1 (β-asarone). The product is C\C=C\C1=C(OC)C=C(OC)C(OC)=C1 (α-asarone). The yield is 72.0%. RXN SMILES: [CH3:1]/[CH:2]=[CH:3]\[C:4]1[CH:15]=[C:12]([O:13][CH3:14])[C:9]([O:10][CH3:11])=[CH:8][C:5]=1[O:6][CH3:7].COC1C=C(OC)C(OC)=CC=1C=CC=O.COC1C=C(OC)C(OC)=CC=1/C=C/C=O.C(=O)C=CC1C=CC=CC=1.C1(CCC)C=CC=CC=1.C1(/C=C/C)C=CC=CC=1>>[CH3:1]/[CH:2]=[CH:3]/[C:4]1[CH:15]=[C:12]([O:13][CH3:14])[C:9]([O:10][CH3:11])=[CH:8][C:5]=1[O:6][CH3:7]. Reported procedure: Interestingly, the interaction between DDQ and 2,4,5-trimethoxyphenylpropane largely depends upon time, temperature solvent and amount of reagent (DDQ). In polar anhydrous solvents namely alcohols such as methanol, ethanol, propanol and the like; ether such as tetrahydrofuran, dioxane and the like; chlorinated solvents such as dichloromethane, chloroform and the like, the reaction between 2,4,5-trimethoxyphenylpropane and varying amount of DDQ, preferably ranging from 1.0 to 1.1 moles, furnishes... The reactants are N-(1,1-Dimethylethoxycarbonyl)glycine N-(2-(4-phenylmethoxy)phenyl)ethyl, CC(C)(OC(=O)NCC(=O)O)C (N-(1,1-Dimethylethoxycarbonyl)glycine), C1(CCCCC1)N=C=NC1CCCCC1 (dicyclohexylcarbodiimide), C1(=CC=CC=C1)COC1=CC=C(C=C1)CCN (2-(4-(phenylmethoxy)phenyl)ethylamine), C1(=CC=CC=C1)COC1=CC=C(C=C1)CCN (2-(4-(phenylmethoxy)phenyl)ethylamine), amide. Run in O1CCCC1 (tetrahydrofuran). Yields the product C1(=CC=CC=C1)COC1=C(C=CC=C1)CCNC(CNC(=O)OC(C)(C)C)=O (N-(1,1dimethylethoxycarbonyl)glycine N-(2-(-(phenylmethoxy)phenyl)ethyl)amide). Isolated yield 97.5%. RXN SMILES: [CH3:1][C:2]([CH3:12])([O:4][C:5]([NH:7][CH2:8][C:9]([OH:11])=O)=[O:6])[CH3:3].[CH:13]1([N:19]=C=NC2CCCCC2)CCCC[CH2:14]1.[C:28]1([CH2:34][O:35][C:36]2[CH:41]=[CH:40][C:39](CCN)=[CH:38][CH:37]=2)[CH:33]=[CH:32][CH:31]=[CH:30][CH:29]=1>O1CCCC1>[C:28]1([CH2:34][O:35][C:36]2[CH:37]=[CH:38][CH:39]=[CH:40][C:41]=2[CH2:14][CH2:13][NH:19][C:9](=[O:11])[CH2:8][NH:7][C:5]([O:4][C:2]([CH3:1])([CH3:3])[CH3:12])=[O:6])[CH:29]=[CH:30][CH:31]=[CH:32][CH:33]=1. Procedure: N-(1,1-Dimethylethoxycarbonyl)glycine N-(2-(4-phenylmethoxy)phenyl)ethyl)amide. N-(1,1-Dimethylethoxycarbonyl)glycine (850 mg, 4.85 mmol) was stirred with dicyclohexylcarbodiimide (1.00 g, 4.85 mmol) and 2-(4-(phenylmethoxy)phenyl)ethylamine (Intermediate C) (1.00 g, 4.4 mmol) in dry tetrahydrofuran (30 mL) for 16 h. The suspension was filtered and the solvent was evaporated from the filtrate under reduced pressure. The residue was dissolved in ethyl acetate and was washed with aqueous sulphuric... Reactants: CN1N=CC(=C1)N (1-methyl-1H-pyrazol-4-amine), ClC1=NC=C(C(=N1)Cl)F (2,4-dichloro-5-fluoropyrimidine), N[C@H]1[C@H]([C@@H]2C=C[C@H]1C2)C(=O)N ((+/−)-(1S,2S,3R,4R)-3-aminobicyclo[2.2.1]hept-5-ene-2-carboxamide), ClC1=NC=C(C(=N1)Cl)Cl (2,4,5-trichloropyrimidine). The product is ClC=1C(=NC(=NC1)NC=1C(=NN(C1)C)C)N[C@H]1[C@H]([C@@H]2C=C[C@H]1C2)C(=O)N ((1S,2S,3R,4R)-3-({5-chloro-2-[(1,3-dimethyl-1H-pyrazol-4-yl)amino]pyrimidin-4-yl}amino)bicyclo[2.2.1]hept-5-ene-2-carboxamide). RXN SMILES: [CH3:1][N:2]1[CH:6]=[C:5]([NH2:7])[CH:4]=[N:3]1.[NH2:8][C@@H:9]1[C@@H:14]2[CH2:15][C@@H:11]([CH:12]=[CH:13]2)[C@@H:10]1[C:16]([NH2:18])=[O:17].Cl[C:20]1[N:25]=[C:24](Cl)[C:23]([Cl:27])=[CH:22][N:21]=1.Cl[C:29]1N=C(Cl)C(F)=CN=1>>[Cl:27][C:23]1[C:22]([NH:8][C@@H:9]2[C@@H:14]3[CH2:15][C@@H:11]([CH:12]=[CH:13]3)[C@@H:10]2[C:16]([NH2:18])=[O:17])=[N:21][C:20]([NH:7][C:5]2[C:4]([CH3:29])=[N:3][N:2]([CH3:1])[CH:6]=2)=[N:25][CH:24]=1. Procedure details: The title compound was prepared as described in Example 1, substituting 1,3-dimethyl-1H-pyrazol-4-amine for 1-methyl-1H-pyrazol-4-amine in Example 1B along with substitution of (+)-(1S,2S,3R,4R)-3-aminobicyclo[2.2.1]hept-5-ene-2-carboxamide for (+/−)-(1S,2S,3R,4R)-3-aminobicyclo[2.2.1]hept-5-ene-2-carboxamide and 2,4,5-trichloropyrimidine for 2,4-dichloro-5-fluoropyrimidine in Example 1A. 1H NMR (400 MHz, DMSO-d6, T=90° C.) ppm 1.34-1.47 (m, 1H) 2.06-2.16 (m, 4H) 2.73 (s, 1H) 2.87 (s, 1H) 3.71 (... Reagents/catalysts: C=1C=CC(=CC1)[P](C=2C=CC=CC2)(C=3C=CC=CC3)[Pd]([P](C=4C=CC=CC4)(C=5C=CC=CC5)C=6C=CC=CC6)([P](C=7C=CC=CC7)(C=8C=CC=CC8)C=9C=CC=CC9)[P](C=1C=CC=CC1)(C=1C=CC=CC1)C=1C=CC=CC1 (Pd(PPh3)4). Run in COCCOC (DME). Reported procedure: 3c (400 mg, 0.72 mmol), 4-fluorobenzeneboronic acid (150 mg, 1.07 mmol), potassium carbonate (247 mg, 1.79 mmol), and Pd(PPh3)4 (82 mg, 0.07 mmol) were dissolved in 2:1 DME:H2O (10 mL) at degassed for 5 minutes with N2. The reaction was then sealed and heated to 80° C. overnight. After cooling to room temperature, the reaction was concentrated and purified by silica gel chromatography (10% MeOH in CH2Cl2) to give the desired product, 3d. RXN SMILES: [C:1](=[N:14][C:15]1[CH:24]=[C:23](Cl)[C:22]2[C:17](=[CH:18][C:19]([S:26][C:27]3[CH:28]=[C:29]([C:33]4([C:39]#[N:40])[CH2:38][CH2:37][O:36][CH2:35][CH2:34]4)[CH:30]=[CH:31][CH:32]=3)=[CH:20][CH:21]=2)[N:16]=1)([C:8]1[CH:13]=[CH:12][CH:11]=[CH:10][CH:9]=1)[C:2]1[CH:7]=[CH:6][CH:5]=[CH:4][CH:3]=1.[F:41][C:42]1[CH:47]=[CH:46][C:45](B(O)O)=[CH:44][CH:43]=1.C(=O)([O-])[O-].[K+].[K+]>COCCOC.C1C=CC([P]([Pd]([P](C2C=CC=CC=2)(C2C=CC=CC=2)C2C=CC=CC=2)([P](C2C=CC=CC=2)(C2C=CC=CC=2)C2C=CC=CC=2)[P](C2C=CC=CC=2)(C2C=CC=CC=2)C2C=CC=CC=2)(C2C=CC=CC=2)C2C=CC=CC=2)=CC=1>[C:1](=[N:14][C:15]1[CH:24]=[C:23]([C:45]2[CH:46]=[CH:47][C:42]([F:41])=[CH:43][CH:44]=2)[C:22]2[C:17](=[CH:18][C:19]([S:26][C:27]3[CH:28]=[C:29]([C:33]4([C:39]#[N:40])[CH2:38][CH2:37][O:36][CH2:35][CH2:34]4)[CH:30]=[CH:31][CH:32]=3)=[CH:20][CH:21]=2)[N:16]=1)([C:8]1[CH:13]=[CH:12][CH:11]=[CH:10][CH:9]=1)[C:2]1[CH:7]=[CH:6][CH:5]=[CH:4][CH:3]=1 |f:2.3.4,^1:66,68,87,106|. Yields the product C(C1=CC=CC=C1)(C1=CC=CC=C1)=NC1=NC2=CC(=CC=C2C(=C1)C1=CC=C(C=C1)F)SC=1C=C(C=CC1)C1(CCOCC1)C#N (4-{3-[2-(Benzhydrylidene-amino)-4-(4-fluoro-phenyl)-quinolin-7-ylsulfanyl]-phenyl}-tetrahydro-pyran-4-carbonitrile). Starting materials: C(C1=CC=CC=C1)(C1=CC=CC=C1)=NC1=NC2=CC(=CC=C2C(=C1)Cl)SC=1C=C(C=CC1)C1(CCOCC1)C#N (4-{3-[2-(Benzhydrylidene-amino)-4-chloro-quinolin-7-ylsulfanyl]-phenyl}-tetrahydro-pyran-4-carbonitrile), FC1=CC=C(C=C1)B(O)O (4-fluorobenzeneboronic acid), C([O-])([O-])=O.[K+].[K+] (potassium carbonate). Conditions: temperature 80 celsius.